From a dataset of the Open Reaction Database (ORD), a public repository of structured organic reaction records. describe an organic reaction: reactants, conditions, products, and yield Reactants: C[O-].[Na+] (sodium methoxide), C(C=C)(=O)OC (methyl acrylate), COP(OC)[O-] (dimethylphosphite), C[O-].[Na+] (sodium methoxide). Solvent: CO (methanol). Conditions: temperature 0 celsius, time 16 hour. Yields the product COP(OC)(=O)CCC(=O)OC (Dimethyl-2-(methoxycarbonyl)ethanephosphonate). Yield: 70.5%. Reaction SMILES: [C:1]([O:5][CH3:6])(=[O:4])[CH:2]=[CH2:3].[CH3:7][O:8][P:9]([O-:12])[O:10][CH3:11].C[O-].[Na+]>CO>[CH3:7][O:8][P:9]([CH2:3][CH2:2][C:1]([O:5][CH3:6])=[O:4])(=[O:12])[O:10][CH3:11] |f:2.3|. Procedure: This procedure was reported by; Kreutzkamp, N.; Mengel, W. Chem. Ber., 1967, 100, 709-714. ##STR8## A mixture of methyl acrylate (30 mL, 28.7 g, 0.33 mol) and dimethylphosphite (36.7 g, 0.33 mol) was cooled to 0° C. and treated with a solution of sodium methoxide (1M) in methanol (5 mL). After a few min a vigorous exothermic reaction took place. When the reaction subsided, an additional portion of sodium methoxide was added. This procedure was repeated for a total of four times. The reaction was...